This data is from the Open Reaction Database (ORD), a public repository of structured organic reaction records. The task is: describe an organic reaction: reactants, conditions, products, and yield The reactants are N#CC1CC(F)CN1C(=O)CN(C(=O)OCc1ccccc1)C12CCC(C(=O)On3nnc4ccccc43)(CC1)CC2, NC1CC1. Yields the product N#CC1CC(F)CN1C(=O)CN(C(=O)OCc1ccccc1)C12CCC(C(=O)NC3CC3)(CC1)CC2. As a reaction SMILES: [CH2:1]([c:2]1[cH:3][cH:4][cH:5][cH:6][cH:7]1)[O:8][C:9](=[O:10])[N:11]([C:12]12[CH2:13][CH2:14][C:15]([C:20](=[O:21])[O:22][n:23]3[c:24]4[cH:25][cH:26][cH:27][cH:28][c:29]4[n:30][n:31]3)([CH2:16][CH2:17]1)[CH2:18][CH2:19]2)[CH2:32][C:33](=[O:34])[N:35]1[CH:36]([C:41]#[N:42])[CH2:37][CH:38]([F:40])[CH2:39]1.[CH:43]1([NH2:46])[CH2:44][CH2:45]1>>[CH2:1]([c:2]1[cH:3][cH:4][cH:5][cH:6][cH:7]1)[O:8][C:9](=[O:10])[N:11]([C:12]12[CH2:13][CH2:14][C:15]([C:20](=[O:21])[NH:46][CH:43]3[CH2:44][CH2:45]3)([CH2:16][CH2:17]1)[CH2:18][CH2:19]2)[CH2:32][C:33](=[O:34])[N:35]1[CH:36]([C:41]#[N:42])[CH2:37][CH:38]([F:40])[CH2:39]1. The reactants are N (ammonia), [N+](=O)(O)[O-] (nitric acid), N1=CC(=CC=C1)C(=O)C1=CC(=C(C=C1)O)OC (4-hydroxy-3-methoxyphenyl 3-pyridyl ketone), ice water. Solvent: C(C)(=O)O (acetic acid). Reaction conditions: time 2 hour. The product is N1=CC(=CC=C1)C(=O)C1=CC(=C(C(=C1)[N+](=O)[O-])O)OC (4-hydroxy-3-methoxy-5-nitrophenyl 3-pyridyl ketone). Reaction SMILES: [N+:1]([O-:4])(O)=[O:2].[N:5]1[CH:10]=[CH:9][CH:8]=[C:7]([C:11]([C:13]2[CH:18]=[CH:17][C:16]([OH:19])=[C:15]([O:20][CH3:21])[CH:14]=2)=[O:12])[CH:6]=1.N>C(O)(=O)C>[N:5]1[CH:10]=[CH:9][CH:8]=[C:7]([C:11]([C:13]2[CH:18]=[C:17]([N+:1]([O-:4])=[O:2])[C:16]([OH:19])=[C:15]([O:20][CH3:21])[CH:14]=2)=[O:12])[CH:6]=1. Procedure: da) 0.38 ml of 65 percent nitric acid is added dropwise at room temperature to 1.15 g of 4-hydroxy-3-methoxyphenyl 3-pyridyl ketone dissolved in 15 ml of acetic acid. After stirring for 2 hours, the reaction mixture is poured into 120 ml of ice-water, whereupon the mixture is adjusted to pH 5 with conc. ammonia and the precipitate formed is filtered off. The thus-obtained residue is heated under reflux in 20 ml of acetonitrile, whereupon it is again filtered off. There is obtained 4-hydroxy-3-me... Starting materials: C(C)OC(C=C(C=CCC1(CC1)C1=CC(=CC(=C1)C(C)(C)C)C(C)(C)C)C)=O (ethyl-6-[1-(3,5-di-t-butyl phenyl)-cyclopropyl]-3-methyl-2,4-hexadienoate), crude mixture. Run in CO (MeOH), CO (MeOH). The product is C(C)(C)(C)C=1C=C(C=C(C1)C(C)(C)C)C1(CC1)C/C=C/C(=C/C(=O)O)/C ((2E, 4E)-6-[1-(3,5-di-t-butyl phenyl)-cyclopropyl]-3-methyl-2,4-hexadienoic acid). Isolated yield 43.9%. As a reaction SMILES: C([O:3][C:4](=[O:28])[CH:5]=[C:6]([CH3:27])[CH:7]=[CH:8][CH2:9][C:10]1([C:13]2[CH:18]=[C:17]([C:19]([CH3:22])([CH3:21])[CH3:20])[CH:16]=[C:15]([C:23]([CH3:26])([CH3:25])[CH3:24])[CH:14]=2)[CH2:12][CH2:11]1)C>CO>[C:23]([C:15]1[CH:14]=[C:13]([C:10]2([CH2:9]/[CH:8]=[CH:7]/[C:6](/[CH3:27])=[CH:5]/[C:4]([OH:28])=[O:3])[CH2:11][CH2:12]2)[CH:18]=[C:17]([C:19]([CH3:21])([CH3:22])[CH3:20])[CH:16]=1)([CH3:24])([CH3:25])[CH3:26]. Procedure: The above ethyl ester 11 (33 mg, 0.09 mmol) in 1.5 mL MeOH was hydrolyzed as described for Example 1 to give the crude acid. The crude mixture was purified by HPLC (82% MeOH/18% 10 mmol NH4OAc+0.3% AcOH) to give 14 mg (45%) of pure (2E, 4E)-6-[1-(3,5-di-t-butyl phenyl)-cyclopropyl]-3-methyl-2,4-hexadienoic acid (12). 1H NMR (400 MHz, CDCl3) δ7.24 (d, J=2.8 Hz, 1H, aromatic), 7.10 (d, J=1.8 Hz, 2H, aromatic), 6.17 (dt, J=15.6 and 7.0 Hz, 1H, vinylic CH), 6.03 (d, J=15.6 Hz, 1H, vinylic CH), 5.68 ...